This data is from the Open Reaction Database (ORD), a public repository of structured organic reaction records. The task is: describe an organic reaction: reactants, conditions, products, and yield The reactants are COC(=O)C1C(C2=C(OCC1)C=C(C=C2)CC)=O (8-Ethyl-5-oxo-2,3,4,5-tetrahydro-benzo[b]oxepine-4-carboxylic acid methyl ester), NC1=NC=CC=C1 (2-aminopyridin). Run in C=1(C(=CC=CC1)C)C (xylene). Product: N1=C(C=CC=C1)NC(=O)C1C(C2=C(OCC1)C=C(C=C2)CC)=O (8-Ethyl-5-oxo-2,3,4,5-tetrahydro-benzo[b]oxepine-4-carboxylic acid pyridine-2-ylamide). Isolated yield 5.0%. As a reaction SMILES: CO[C:3]([CH:5]1[CH2:11][CH2:10][O:9][C:8]2[CH:12]=[C:13]([CH2:16][CH3:17])[CH:14]=[CH:15][C:7]=2[C:6]1=[O:18])=[O:4].[NH2:19][C:20]1[CH:25]=[CH:24][CH:23]=[CH:22][N:21]=1>C1(C)C(C)=CC=CC=1>[N:21]1[CH:22]=[CH:23][CH:24]=[CH:25][C:20]=1[NH:19][C:3]([CH:5]1[CH2:11][CH2:10][O:9][C:8]2[CH:12]=[C:13]([CH2:16][CH3:17])[CH:14]=[CH:15][C:7]=2[C:6]1=[O:18])=[O:4]. Reported procedure: 8-Ethyl-5-oxo-2,3,4,5-tetrahydro-benzo[b]oxepine-4-carboxylic acid methyl ester (0.6 mmol) and 2-aminopyridin (0.6 mmol) were dissolved in 2.5 ml xylene. Reaction was performed by microwave irradiation for one hour at 150° C. The solution obtained from this reaction was cooled to room temperature and extracted by 2 mol/l hydrochloric acid and ethyl acetate. The ethyl acetate extract was dried over sodiumsulfate and the solvent removed in vacuo. After evaporation of the solvent in vacuo 8-Ethyl-5... Starting materials: CC#N, Cc1cc(Cl)nc(N)n1, CO, O=C1CCC(=O)N1I. The product is Cc1nc(N)nc(Cl)c1I. As a reaction SMILES: [CH3:18][C:19]#[N:20].[CH3:1][c:2]1[cH:3][c:4]([Cl:5])[n:6][c:7]([NH2:8])[n:9]1.[CH3:21][OH:22].[I:10][N:11]1[C:12](=[O:13])[CH2:14][CH2:15][C:16]1=[O:17]>>[CH3:1][c:2]1[c:3]([I:10])[c:4]([Cl:5])[n:6][c:7]([NH2:8])[n:9]1. The reactants are CCOC(=O)C1CC(OS(=O)(=O)c2ccc(C)cc2)CN1S(=O)(=O)c1ccc(C)cc1, CC(=O)[O-], [K+], CN(C)C=O, O. Yields the product CCOC(=O)C1CC(OC(C)=O)CN1S(=O)(=O)c1ccc(C)cc1. As a reaction SMILES: [CH2:1]([CH3:2])[O:3][C:4](=[O:5])[CH:6]1[N:7]([S:22](=[O:23])(=[O:24])[c:25]2[cH:26][cH:27][c:28]([CH3:31])[cH:29][cH:30]2)[CH2:8][CH:9]([O:11][S:12]([c:13]2[cH:14][cH:15][c:16]([CH3:17])[cH:18][cH:19]2)(=[O:20])=[O:21])[CH2:10]1.[CH3:33][C:34]([O-:35])=[O:36].[K+:32].[O:38]=[CH:39][N:40]([CH3:41])[CH3:42].[OH2:37]>>[CH2:1]([CH3:2])[O:3][C:4](=[O:5])[CH:6]1[N:7]([S:22](=[O:23])(=[O:24])[c:25]2[cH:26][cH:27][c:28]([CH3:31])[cH:29][cH:30]2)[CH2:8][CH:9]([O:11][C:34]([CH3:33])=[O:35])[CH2:10]1. Reactants: COCCNC(=O)N1CC(CC(C1)C1=CC=C(C=C1)C(F)(F)F)C(=O)O (1-[(2-Methoxyethyl)carbamoyl]-5-[4-(trifluoromethyl)phenyl]piperidine-3-carboxylic acid), ON=C(N)C1CC1 (N′-hydroxycyclopropanecarboximidamide). Yields the product C1(CC1)C1=NOC(=N1)C1CN(CC(C1)C1=CC=C(C=C1)C(F)(F)F)C(=O)NCCOC (3-(3-Cyclopropyl-1,2,4-oxadiazol-5-yl)-N-(2-methoxyethyl)-5-[4-(trifluoromethyl)phenyl]-piperidine-1-carboxamide). The yield is 38.8%. As a reaction SMILES: [CH3:1][O:2][CH2:3][CH2:4][NH:5][C:6]([N:8]1[CH2:13][CH:12]([C:14]2[CH:19]=[CH:18][C:17]([C:20]([F:23])([F:22])[F:21])=[CH:16][CH:15]=2)[CH2:11][CH:10]([C:24]([OH:26])=O)[CH2:9]1)=[O:7].O[N:28]=[C:29]([CH:31]1[CH2:33][CH2:32]1)[NH2:30]>>[CH:31]1([C:29]2[N:30]=[C:24]([CH:10]3[CH2:11][CH:12]([C:14]4[CH:15]=[CH:16][C:17]([C:20]([F:21])([F:22])[F:23])=[CH:18][CH:19]=4)[CH2:13][N:8]([C:6]([NH:5][CH2:4][CH2:3][O:2][CH3:1])=[O:7])[CH2:9]3)[O:26][N:28]=2)[CH2:33][CH2:32]1. Procedure: 100 mg (0.267 mmol) of the compound from Example 105A and 54 mg (0.534 mmol) of N′-hydroxycyclopropanecarboximidamide were reacted according to the General Method 2. Diastereomer separation of 64 mg of the cis/trans isomer mixture according to Method 14C gave 45.4 mg of the title compound and 5.5 mg of the trans isomer. Reactants: Cc1nc2ccccc2[nH]c1=O, C1COCCO1, O=[Se]=O. Product: O=Cc1nc2ccccc2[nH]c1=O. Reaction SMILES: [CH3:1][c:2]1[c:3](=[O:12])[nH:4][c:5]2[cH:6][cH:7][cH:8][cH:9][c:10]2[n:11]1.[O:16]1[CH2:17][CH2:18][O:19][CH2:20][CH2:21]1.[Se:13](=[O:14])=[O:15]>>[CH:1]([c:2]1[c:3](=[O:12])[nH:4][c:5]2[cH:6][cH:7][cH:8][cH:9][c:10]2[n:11]1)=[O:14].